This data is from the Open Reaction Database (ORD), a public repository of structured organic reaction records. The task is: describe an organic reaction: reactants, conditions, products, and yield Solvent: CN(C=O)C (N,N-dimethylformamide), O (water). The product is N1(C=NC=C1)CCCC1=CC=C(OCC=2N=C(OC2)C2=CC=C(C=C2)C2=NN=NN2)C=C1 (5-[4-[4-[4-[3-(1-imidazolyl)propyl]phenoxymethyl]-2-oxazolyl]phenyl]-1H-tetrazole). Reported procedure: A mixture of 2-(4-cyanophenyl)-4-[4-[3-(1-imidazolyl)propyl]phenoxymethyl]oxazole (700 mg), sodium azide (585 mg), ammonium chloride (480 mg) and N,N-dimethylformamide (20 ml) was stirred for 24 hours at temperatures ranging from 130 to 135° C. The reaction mixture was poured into water, which was neutralized with 1N hydrochloric acid. The resulting crystalline precipitate was collected by filtration. The filtrate was subjected to extraction with ethyl acetate-tetrahydrofuran. The organic layer ... Reaction SMILES: [C:1]([C:3]1[CH:8]=[CH:7][C:6]([C:9]2[O:10][CH:11]=[C:12]([CH2:14][O:15][C:16]3[CH:21]=[CH:20][C:19]([CH2:22][CH2:23][CH2:24][N:25]4[CH:29]=[CH:28][N:27]=[CH:26]4)=[CH:18][CH:17]=3)[N:13]=2)=[CH:5][CH:4]=1)#[N:2].[N-:30]=[N+:31]=[N-:32].[Na+].[Cl-].[NH4+].Cl>O.CN(C)C=O>[N:25]1([CH2:24][CH2:23][CH2:22][C:19]2[CH:20]=[CH:21][C:16]([O:15][CH2:14][C:12]3[N:13]=[C:9]([C:6]4[CH:7]=[CH:8][C:3]([C:1]5[NH:32][N:31]=[N:30][N:2]=5)=[CH:4][CH:5]=4)[O:10][CH:11]=3)=[CH:17][CH:18]=2)[CH:29]=[CH:28][N:27]=[CH:26]1 |f:1.2,3.4|. The yield is 32.1%. Reaction conditions: time 24 hour. Starting materials: Cl (hydrochloric acid), C(#N)C1=CC=C(C=C1)C=1OC=C(N1)COC1=CC=C(C=C1)CCCN1C=NC=C1 (2-(4-cyanophenyl)-4-[4-[3-(1-imidazolyl)propyl]phenoxymethyl]oxazole), [N-]=[N+]=[N-].[Na+] (sodium azide), [Cl-].[NH4+] (ammonium chloride). Reactants: C(C)(C)C1=CC=C(OC2CCC(CC2)=O)C=C1 (4-(4-isopropylphenoxy)-1-cyclohexanone), O.Cl.N[C@@H](CS)C(=O)O (L-cysteine hydrochloride monohydrate), C(C)(=O)[O-].[Na+] (sodium acetate), C(C)O (ethanol). The solvent is O (water). Run at time 6 hour. Product: C(C)(C)C1=CC=C(OC2CCC3(N[C@@H](CS3)C(=O)O)CC2)C=C1 ((3R)-8-(4-isopropylphenoxy)-1-thia-4-azaspiro[4.5]decan-3-carboxylic acid). The yield is 54.7%. Reaction SMILES: C(O)C.[CH:4]([C:7]1[CH:20]=[CH:19][C:10]([O:11][CH:12]2[CH2:17][CH2:16][C:15](=O)[CH2:14][CH2:13]2)=[CH:9][CH:8]=1)([CH3:6])[CH3:5].O.Cl.[NH2:23][C@H:24]([C:27]([OH:29])=[O:28])[CH2:25][SH:26].C([O-])(=O)C.[Na+]>O>[CH:4]([C:7]1[CH:20]=[CH:19][C:10]([O:11][CH:12]2[CH2:17][CH2:16][C:15]3([S:26][CH2:25][C@@H:24]([C:27]([OH:29])=[O:28])[NH:23]3)[CH2:14][CH2:13]2)=[CH:9][CH:8]=1)([CH3:6])[CH3:5] |f:2.3.4,5.6|. Reported procedure: In a solvent mixture consisting of 21 ml of ethanol and 9 ml of water were dissolved 3.10 g of 4-(4-isopropylphenoxy)-1-cyclohexanone, 2.35 g of L-cysteine hydrochloride monohydrate and 1.10 g of sodium acetate. The mixture was stirred at ambient temperature for 6 hours. The reaction mixture was concentrated under reduced pressure, and water and ethyl ether were added to the concentrate. The deposited crystal was collected by filtration, and there was obtained 2.45 g of (3R)-8-(4-isopropylphenox... Reactants: C(C(=O)Cl)(=O)Cl (Oxalyl chloride), BrC1=CC=C(C=C1)C1=C(C(=NO1)C)C(=O)O (5-(4-Bromo-phenyl)-3-methyl-isoxazole-4-carboxylic acid), C(C(=O)Cl)(=O)Cl (oxalyl chloride). The reagents and catalysts are CN(C)C=O (DMF). Solvent: C(Cl)Cl (CH2Cl2). Reaction conditions: time 2.5 hour. Yields the product BrC1=CC=C(C=C1)C1=C(C(=NO1)C)C(=O)Cl (5-(4-Bromo-phenyl)-3-methyl-isoxazole-4-carbonyl chloride). RXN SMILES: [Br:1][C:2]1[CH:7]=[CH:6][C:5]([C:8]2[O:12][N:11]=[C:10]([CH3:13])[C:9]=2[C:14]([OH:16])=O)=[CH:4][CH:3]=1.C(Cl)(=O)C([Cl:20])=O>C(Cl)Cl.CN(C=O)C>[Br:1][C:2]1[CH:7]=[CH:6][C:5]([C:8]2[O:12][N:11]=[C:10]([CH3:13])[C:9]=2[C:14]([Cl:20])=[O:16])=[CH:4][CH:3]=1. Reported procedure: 5-(4-Bromo-phenyl)-3-methyl-isoxazole-4-carboxylic acid (4.2 g, 14.89 mmol) was dissolved in CH2Cl2 (42 mL) under N2 atmosphere. Oxalyl chloride (2.6 mL, 29.78 mmol) and DMF (5 drops) were added and the reaction stirred for 2.5 hours at room temperature. Then, additional oxalyl chloride (5 mL, 57.3 mmol) was added. After 30 minutes, the reaction mixture was concentrated and placed under high vacuum. The crude material was used directly in the next step. Reactants: OC(C[N+](=O)[O-])C=1C=C(C(=O)OC)C=CC1NS(=O)(=O)C (Methyl 3-[1-(R,S)-hydroxy-2-nitroethyl]-4-[(methylsulfonyl)amino]benzoate). Reagents/catalysts: [Pt]=O (platinum oxide). Solvent: C(C)O (ethanol). Conditions: temperature 0 celsius. Yields the product NCC(O)C=1C=C(C(=O)OC)C=CC1NS(=O)(=O)C (methyl 3-[2-amino-1-(R,S)-hydroxyethyl]-4-[(methylsulfonyl)amino]benzoate). Yield: 55.1%. Reaction SMILES: [OH:1][CH:2]([C:7]1[CH:8]=[C:9]([CH:14]=[CH:15][C:16]=1[NH:17][S:18]([CH3:21])(=[O:20])=[O:19])[C:10]([O:12][CH3:13])=[O:11])[CH2:3][N+:4]([O-])=O>C(O)C.[Pt]=O>[NH2:4][CH2:3][CH:2]([C:7]1[CH:8]=[C:9]([CH:14]=[CH:15][C:16]=1[NH:17][S:18]([CH3:21])(=[O:20])=[O:19])[C:10]([O:12][CH3:13])=[O:11])[OH:1]. Reported procedure: Methyl 3-[1-(R,S)-hydroxy-2-nitroethyl]-4-[(methylsulfonyl)amino]benzoate (200 mg, 0.63 mmol) was dissolved in ethanol (10 mL) and hydrogenated at 50 psi in the presence of platinum oxide (Aldrich, 20 mg) for 8 h. The catalyst was removed by filtration through Celite and the filtrate concentrated to 5 mL. To the concentrate, ethyl acetate (5 mL) and hexane (10 mL) were added and the mixture cooled to 0° C. A white precipitate formed which was collected by filtration. The cake was washed with eth... Reactants: C1(=CC=CC=C1)S (thiophenol), aqueous solution, [OH-].[Na+] (sodium hydroxide), C(C)(=O)O[C@H]1[C@@H](C(N1)=O)NC(C1=CC=CC=C1)(C1=CC=CC=C1)C1=CC=CC=C1 ((3S,4S)-4-acetoxy-3-tritylamino-2-oxoazetidine). The solvent is CO (methanol). Run at time 50 minute. Product: C1(=CC=CC=C1)S[C@@H]1[C@@H](C(N1)=O)NC(C1=CC=CC=C1)(C1=CC=CC=C1)C1=CC=CC=C1 ((3R,4R)-4-phenylthio-3-tritylamino-2-oxoazetidine). As a reaction SMILES: C(O[C@@H:5]1[NH:8][C:7](=[O:9])[C@H:6]1[NH:10][C:11]([C:24]1[CH:29]=[CH:28][CH:27]=[CH:26][CH:25]=1)([C:18]1[CH:23]=[CH:22][CH:21]=[CH:20][CH:19]=1)[C:12]1[CH:17]=[CH:16][CH:15]=[CH:14][CH:13]=1)(=O)C.[C:30]1([SH:36])[CH:35]=[CH:34][CH:33]=[CH:32][CH:31]=1.[OH-].[Na+]>CO>[C:30]1([S:36][C@H:5]2[NH:8][C:7](=[O:9])[C@H:6]2[NH:10][C:11]([C:12]2[CH:17]=[CH:16][CH:15]=[CH:14][CH:13]=2)([C:24]2[CH:25]=[CH:26][CH:27]=[CH:28][CH:29]=2)[C:18]2[CH:19]=[CH:20][CH:21]=[CH:22][CH:23]=2)[CH:35]=[CH:34][CH:33]=[CH:32][CH:31]=1 |f:2.3|. Procedure: To a solution of 5.0 g of (3S,4S)-4-acetoxy-3-tritylamino-2-oxoazetidine in 100 ml of methanol are added under ice-cooling 1.6 ml of thiophenol and 15.5 ml of 1N aqueous solution of sodium hydroxide. The mixture is stirred for 20 minutes at the same temperature and for further 50 minutes at room temperature. The crystals separated out are collected by filtration to give 2.35 g of (3R,4R)-4-phenylthio-3-tritylamino-2-oxoazetidine (A). The filtrate is concentrated, and the residue is dissolved in ... Starting materials: O=Cc1scc(Br)c1Br, O=C([O-])[O-], Cc1cc(NS(C)(=O)=O)ccc1B1OC(C)(C)C(C)(C)O1, COCCOC, [Na+], [Na+], O. Product: Cc1cc(NS(C)(=O)=O)ccc1-c1c(Br)csc1C=O. Reaction SMILES: [Br:1][c:2]1[c:3]([CH:8]=[O:9])[s:4][cH:5][c:6]1[Br:7].[C:31](=[O:32])([O-:33])[O-:34].[CH3:10][c:11]1[cH:12][c:13]([NH:26][S:27](=[O:28])(=[O:29])[CH3:30])[cH:14][cH:15][c:16]1[B:17]1[O:18][C:19]([CH3:20])([CH3:21])[C:22]([CH3:23])([CH3:24])[O:25]1.[CH3:37][O:38][CH2:39][CH2:40][O:41][CH3:42].[Na+:35].[Na+:36].[OH2:43]>>[c:2]1(-[c:16]2[c:11]([CH3:10])[cH:12][c:13]([NH:26][S:27](=[O:28])(=[O:29])[CH3:30])[cH:14][cH:15]2)[c:3]([CH:8]=[O:9])[s:4][cH:5][c:6]1[Br:7]. Starting materials: Cn1c(-c2cccnc2)c(CCCCCC=CC(=O)O)c2ccccc21, CCO, [H][H], [Pd]. Yields the product Cn1c(-c2cccnc2)c(CCCCCCCC(=O)O)c2ccccc21. As a reaction SMILES: [C:1](=[O:2])([OH:3])[CH:4]=[CH:5][CH2:6][CH2:7][CH2:8][CH2:9][CH2:10][c:11]1[c:12](-[c:21]2[cH:22][n:23][cH:24][cH:25][cH:26]2)[n:13]([CH3:20])[c:14]2[cH:15][cH:16][cH:17][cH:18][c:19]12.[CH3:29][CH2:30][OH:31].[H:27][H:28].[Pd:32]>>[C:1](=[O:2])([OH:3])[CH2:4][CH2:5][CH2:6][CH2:7][CH2:8][CH2:9][CH2:10][c:11]1[c:12](-[c:21]2[cH:22][n:23][cH:24][cH:25][cH:26]2)[n:13]([CH3:20])[c:14]2[cH:15][cH:16][cH:17][cH:18][c:19]12.